Dataset: the Open Reaction Database (ORD), a public repository of structured organic reaction records. Task: describe an organic reaction: reactants, conditions, products, and yield The reactants are O=C(Cl)OCc1ccccc1, CC(C)=O, NCCO, [Na+], [Na+], O=C([O-])[O-], O. Yields the product O=C(NCCO)OCc1ccccc1. RXN SMILES: [CH2:11]([c:12]1[cH:13][cH:14][cH:15][cH:16][cH:17]1)[O:18][C:19](=[O:20])[Cl:21].[CH3:23][C:24]([CH3:25])=[O:26].[NH2:1][CH2:2][CH2:3][OH:4].[Na+:5].[Na+:6].[O-:7][C:8](=[O:9])[O-:10].[OH2:22]>>[NH:1]([CH2:2][CH2:3][OH:4])[C:19]([O:18][CH2:11][c:12]1[cH:13][cH:14][cH:15][cH:16][cH:17]1)=[O:20]. Reactants: C(C)(=O)OCC (Ethyl acetate), Formylamidine acetate, C1(CC1)C1=CC(=NN1)NC1=NC(=CC=C1[N+](=O)[O-])N[C@@H](C)C1=NC=C(C=N1)F (N2-(5-cyclopropyl-1H-pyrazol-3-yl)-N6-[(1S)-1-(5-fluoropyrimidin-2-yl)ethyl]-3-nitropyridine-2,6-diamine), C1(CC1)C1=CC(=NN1)NC1=NC(=CC=C1[N+](=O)[O-])N[C@@H](C)C1=NC=C(C=N1)F (N2-(5-cyclopropyl-1H-pyrazol-3-yl)-N6-[(1S)-1-(5-fluoropyrimidin-2-yl)ethyl]-3-nitropyridine-2,6-diamine), C(C)O (ethanol). The reagents and catalysts are [Pd] (Pd—C). The solvent is [Cl-].[Na+].O (brine). The product is C1(CC1)C1=CC(=NN1)N1C=NC=2C1=NC(=CC2)N[C@@H](C)C2=NC=C(C=N2)F (3-(5-Cyclopropyl-1H-pyrazol-3-yl)-N-[(1S)-1-(5-fluoropyrimidin-2-yl)ethyl]-3H-imidazo[4,5-b]pyridin-5-amine). RXN SMILES: [CH:1]1([C:4]2[NH:8][N:7]=[C:6]([NH:9][C:10]3[C:15]([N+:16]([O-])=O)=[CH:14][CH:13]=[C:12]([NH:19][C@H:20]([C:22]4[N:27]=[CH:26][C:25]([F:28])=[CH:24][N:23]=4)[CH3:21])[N:11]=3)[CH:5]=2)[CH2:3][CH2:2]1.[CH2:29](O)C.C(OCC)(=O)C>[Cl-].[Na+].O.[Pd]>[CH:1]1([C:4]2[NH:8][N:7]=[C:6]([N:9]3[C:10]4=[N:11][C:12]([NH:19][C@H:20]([C:22]5[N:27]=[CH:26][C:25]([F:28])=[CH:24][N:23]=5)[CH3:21])=[CH:13][CH:14]=[C:15]4[N:16]=[CH:29]3)[CH:5]=2)[CH2:3][CH2:2]1 |f:3.4.5|. Procedure: N2-(5-cyclopropyl-1H-pyrazol-3-yl)-N6-[(1S)-1-(5-fluoropyrimidin-2-yl)ethyl]-3-nitropyridine-2,6-diamine (Intermediate 16, 0.45 g) was dissolved into ethanol (20 mL) with Pd—C (60 mg) and a hydrogen inlet. The mixture was stirred at room temperature until no starting material was detected with TLC or LCMS. Formylamidine acetate (0.5 g) was added to the filtrate after the filtration of resulting mixture. The mixture was stirred at 95° C. for 4 hours. Ethyl acetate (40 mL) was added into the resul... The reactants are CCO, CO, CC(C)NCCN, N#CBr. Yields the product Br, CC(C)N1CCN=C1N. As a reaction SMILES: [CH3:11][CH2:12][OH:13].[CH3:14][OH:15].[CH:1]([CH3:2])([CH3:3])[NH:4][CH2:5][CH2:6][NH2:7].[N:8]#[C:9][Br:10]>>[BrH:10].[CH:1]([CH3:2])([CH3:3])[N:4]1[CH2:5][CH2:6][N:7]=[C:9]1[NH2:8]. Reactants: C(C)(=O)OC1=C(C=C(C=C1)C(=O)OC(CCCCCC)C)F (4-acetoxy-3-fluoro-1-(1-methylheptyloxycarbonyl)benzene), C(C1=CC=CC=C1)N (benzylamine). Solvent: C(C)O (ethanol), CCOCC (ether). Conditions: time 24 hour. The product is OC1=C(C=C(C=C1)C(=O)OC(CCCCCC)C)F (4-hydroxy-3-fluoro-(1-methylheptyloxycarbonyl)benzene). Isolated yield 63.1%. Reaction SMILES: C([O:4][C:5]1[CH:10]=[CH:9][C:8]([C:11]([O:13][CH:14]([CH3:21])[CH2:15][CH2:16][CH2:17][CH2:18][CH2:19][CH3:20])=[O:12])=[CH:7][C:6]=1[F:22])(=O)C.C(N)C1C=CC=CC=1>C(O)C.CCOCC>[OH:4][C:5]1[CH:10]=[CH:9][C:8]([C:11]([O:13][CH:14]([CH3:21])[CH2:15][CH2:16][CH2:17][CH2:18][CH2:19][CH3:20])=[O:12])=[CH:7][C:6]=1[F:22]. Reported procedure: The above compound (3) (1.1 g) was dissolved in 30 ml of ethanol, and 3 g of benzylamine was added dropwise. The mixture was stirred at room temperature for 24 hours, then diluted with 300 ml of ether, washed with dilute hydrochloric acid and water in this sequence, and dried over magnesium sulfate. After the solvent was evaporated, the solid was purified by silica gel column chromatograhy to afford 0.6 g of a final product (4). Reactants: ClC=1C=C(C=CC1)C1=CC=C(C=C1)C[C@@H](C(=O)NCCC#N)NC(OC(C)(C)C)=O ((S)-tert-butyl 3-(3′-chlorobiphenyl-4-yl)-1-(2-cyanoethylamino)-1-oxopropan-2-ylcarbamate), C1=CC=C(C=C1)P(C2=CC=CC=C2)C3=CC=CC=C3 (Ph3P), C[Si](C)(C)N=[N+]=[N-] (trimethylsilyl azide), CC(C)OC(=O)/N=N/C(=O)OC(C)C (DIAD). Run in C1CCOC1 (THF). Conditions: time 10 minute. Yields the product ClC=1C=C(C=CC1)C1=CC=C(C=C1)C[C@@H](C1=NN=NN1CCC#N)NC(OC(C)(C)C)=O ((S)-Tert-butyl 2-(3′-chlorobiphenyl-4-yl)-1-(1-(2-cyanoethyl)-1H-tetrazol-5-yl)ethylcarbamate). Isolated yield 85.0%. As a reaction SMILES: [Cl:1][C:2]1[CH:3]=[C:4]([C:8]2[CH:13]=[CH:12][C:11]([CH2:14][C@H:15]([NH:23][C:24](=[O:30])[O:25][C:26]([CH3:29])([CH3:28])[CH3:27])[C:16]([NH:18][CH2:19][CH2:20][C:21]#[N:22])=O)=[CH:10][CH:9]=2)[CH:5]=[CH:6][CH:7]=1.C1C=CC(P(C2C=CC=CC=2)C2C=CC=CC=2)=CC=1.CC(OC(/N=N/C(OC(C)C)=O)=O)C.C[Si]([N:68]=[N+:69]=[N-:70])(C)C>C1COCC1>[Cl:1][C:2]1[CH:3]=[C:4]([C:8]2[CH:13]=[CH:12][C:11]([CH2:14][C@H:15]([NH:23][C:24](=[O:30])[O:25][C:26]([CH3:29])([CH3:28])[CH3:27])[C:16]3[N:18]([CH2:19][CH2:20][C:21]#[N:22])[N:70]=[N:69][N:68]=3)=[CH:10][CH:9]=2)[CH:5]=[CH:6][CH:7]=1. Procedure details: To a solution of (S)-tert-butyl 3-(3′-chlorobiphenyl-4-yl)-1-(2-cyanoethylamino)-1-oxopropan-2-ylcarbamate (1.07 g, 2.500 mmol) in THF (50 ml) at room temperature was added Ph3P (1.640 g, 6.25 mmol), and the mixture was stirred at room temperature for 10 minutes. Then, to the mixture at 0° C. was added DIAD (1.215 ml, 6.25 mmol) and 2 minutes later was slowly added trimethylsilyl azide (0.828 ml, 6.25 mmol). The resulting light yellow suspension was slowly warmed up to room temperature and stirr... The reactants are [Li]CCCC, COP(C)(=O)OC, CCCCCC, CC(=O)O, COC(=O)C1CCCCCCCCC1, C1CCOC1, O=[PH]([O-])[O-]. Yields the product COP(=O)(CC(=O)C1CCCCCCCCC1)OC. As a reaction SMILES: [CH2:12]([Li:13])[CH2:14][CH2:15][CH3:16].[CH3:1][P:2]([O:3][CH3:4])([O:5][CH3:6])=[O:7].[CH3:36][CH2:37][CH2:38][CH2:39][CH2:40][CH3:41].[CH3:42][C:43](=[O:44])[OH:45].[CH:17]1([C:27](=[O:28])[O:29][CH3:30])[CH2:18][CH2:19][CH2:20][CH2:21][CH2:22][CH2:23][CH2:24][CH2:25][CH2:26]1.[O:31]1[CH2:32][CH2:33][CH2:34][CH2:35]1.[PH:8](=[O:9])([O-:10])[O-:11]>>[CH2:1]([P:2]([O:3][CH3:4])([O:5][CH3:6])=[O:7])[C:27]([CH:17]1[CH2:18][CH2:19][CH2:20][CH2:21][CH2:22][CH2:23][CH2:24][CH2:25][CH2:26]1)=[O:28].